From a dataset of the Open Reaction Database (ORD), a public repository of structured organic reaction records. describe an organic reaction: reactants, conditions, products, and yield The reactants are S(C#N)CC(=O)C1=CC(=CC=C1)C(F)(F)F (2-thiocyanato-1-(3-trifluoromethyl-phenyl)-ethanone), S(O)(O)(=O)=O (sulfuric acid), ice water. The solvent is C(C)(=O)O (acetic acid). Reaction conditions: time 30 minute. The product is FC(C=1C=C(C=CC1)C=1NC(SC1)=O)(F)F (4-(3-trifluoromethyl-phenyl)-3H-thiazol-2-one). Reaction SMILES: [S:1]([CH2:4][C:5]([C:7]1[CH:12]=[CH:11][CH:10]=[C:9]([C:13]([F:16])([F:15])[F:14])[CH:8]=1)=O)[C:2]#[N:3].S(=O)(=O)(O)[OH:18]>C(O)(=O)C>[F:14][C:13]([F:16])([F:15])[C:9]1[CH:8]=[C:7]([C:5]2[NH:3][C:2](=[O:18])[S:1][CH:4]=2)[CH:12]=[CH:11][CH:10]=1. Procedure: A mixture of 26.42 g (107.74 mmole) of 2-thiocyanato-1-(3-trifluoromethyl-phenyl)-ethanone, 11 mL of 50% aqueous sulfuric acid and 55 mL of acetic acid was heated at reflux for 1 hour. The mixture was cooled, poured into 500 mL of ice water mixture and stirred for 30 minutes. The solid was collected by filtration, washing with water to give 24 g of 4-(3-trifluoromethyl-phenyl)-3H-thiazol-2-one as a light orange-brown solid. The reactants are O=C(Cl)C(Cl)(Cl)Cl, CC(N)C(C)(C)O, c1ccncc1. Product: CC(NC(=O)C(Cl)(Cl)Cl)C(C)(C)O. Reaction SMILES: [Cl:8][C:9]([C:10](=[O:11])[Cl:12])([Cl:13])[Cl:14].[NH2:1][CH:2]([C:3]([CH3:4])([OH:5])[CH3:6])[CH3:7].[cH:15]1[cH:16][cH:17][n:18][cH:19][cH:20]1>>[NH:1]([CH:2]([C:3]([CH3:4])([OH:5])[CH3:6])[CH3:7])[C:10]([C:9]([Cl:8])([Cl:13])[Cl:14])=[O:11].